This data is from the Open Reaction Database (ORD), a public repository of structured organic reaction records. The task is: describe an organic reaction: reactants, conditions, products, and yield Starting materials: ClC1=C(C=O)C(=CC=C1)F (2-Chloro-6-fluorobenzaldehyde), [OH-].[Na+] (Sodium hydroxide), CO (methanol). Conditions: time 16 hour. The product is ClC1=C(C=O)C(=CC=C1)OC (2-chloro-6-methoxybenzaldehyde). The yield is 64.2%. RXN SMILES: [Cl:1][C:2]1[CH:9]=[CH:8][CH:7]=[C:6](F)[C:3]=1[CH:4]=[O:5].[OH-:11].[Na+].[CH3:13]O>>[Cl:1][C:2]1[CH:9]=[CH:8][CH:7]=[C:6]([O:11][CH3:13])[C:3]=1[CH:4]=[O:5] |f:1.2|. Reported procedure: 2-Chloro-6-fluorobenzaldehyde (51.5 g., 0.030 mole) was taken into 500 ml. of methanol. Sodium hydroxide (14.4 g., 0.35 mole) was added and the stirred reaction mixture heated to reflux for 3 hours. The mixture was cooled to room temperature, and the volume reduced to 200 ml. by distillation in vacuo. Water (400 ml.) and methylene chloride (200 ml.) were added and the two phase system equilibrated. The organic phase was separated and the aqueous phase extracted with two additional 100 ml. portio... Reactants: CCc1nc(CCl)c(C)s1, CCOP(OCC)OCC. Yields the product CCOP(=O)(Cc1nc(CC)sc1C)OCC. Reaction SMILES: [Cl:1][CH2:2][c:3]1[n:4][c:5]([CH2:9][CH3:10])[s:6][c:7]1[CH3:8].[P:11]([O:12][CH2:13][CH3:14])([O:15][CH2:16][CH3:17])[O:18][CH2:19][CH3:20]>>[CH2:2]([c:3]1[n:4][c:5]([CH2:9][CH3:10])[s:6][c:7]1[CH3:8])[P:11]([O:12][CH2:13][CH3:14])([O:15][CH2:16][CH3:17])=[O:18].